From a dataset of the Open Reaction Database (ORD), a public repository of structured organic reaction records. describe an organic reaction: reactants, conditions, products, and yield The reactants are S(=S)(=O)([O-])[O-].[Na+].[Na+] (sodium thiosulfate), ClCCCOC1=CC=C(C=C1)C(=O)C1CC1 ((4-(3-chloropropoxy)phenyl)(cyclopropyl)methanone), C(=O)([O-])[O-].[K+].[K+] (K2CO3), N1CCNCC1 (piperazine). Solvent: C(C)(=O)OCC (ethyl acetate), CC(CC)=O (2-butanone). The product is [OH-].[NH4+] (ammonium hydroxide), C1(CC1)C(=O)C1=CC=C(C=C1)OCCCN1CCNCC1 (Cyclopropyl(4-(3-(1-piperazinyl)propoxy)phenyl)methanone). Yield: 164.0%. As a reaction SMILES: Cl[CH2:2][CH2:3][CH2:4][O:5][C:6]1[CH:11]=[CH:10][C:9]([C:12]([CH:14]2[CH2:16][CH2:15]2)=[O:13])=[CH:8][CH:7]=1.C([O-])([O-])=O.[K+].[K+].[NH:23]1[CH2:28][CH2:27][NH:26][CH2:25][CH2:24]1.S([O-])([O-])(=O)=S.[Na+].[Na+]>CC(=O)CC.C(OCC)(=O)C>[OH-:5].[NH4+:23].[CH:14]1([C:12]([C:9]2[CH:10]=[CH:11][C:6]([O:5][CH2:4][CH2:3][CH2:2][N:23]3[CH2:28][CH2:27][NH:26][CH2:25][CH2:24]3)=[CH:7][CH:8]=2)=[O:13])[CH2:16][CH2:15]1 |f:1.2.3,5.6.7,10.11|. Procedure: A mixture of Example 1B (10 g, 42 mmol), KI (8.5 g, 51.2 mmol), K2CO3 (8.75 g, 63.3 mmol), and piperazine (10.75 g, 125 mmol) in 2-butanone (500 mL) was refluxed for 48 hours. The reaction mixture was then cooled to room temperature, treated with 1 M sodium thiosulfate (100 mL) and ethyl acetate (500 mL). The layers were separated, and the organic layer was washed with water and brine, dried (MgSO4), filtered, and concentrated. The concentrate was purified by column chromatography on silica gel ... The reactants are ClC1=CC=C(C=C1)C1=C(N=C(N1)C1=CC=C(C=C1)CO)C(=O)OC(C)(C)C (tert-Butyl 5-(4-chlorophenyl)-2-(4-hydroxymethylphenyl)-imidazole-4-carboxylate), C(C)(=O)OC(C)=O (acetic anhydride). Run in N1=CC=CC=C1 (pyridine). Yields the product C(C)(=O)OCC1=CC=C(C=C1)C=1NC(=C(N1)C(=O)OC(C)(C)C)C1=CC=C(C=C1)Cl (tert-butyl 2-(4-acetoxymethylphenyl)-5-(4-chlorophenyl)imidazole-4-carboxylate). RXN SMILES: [Cl:1][C:2]1[CH:7]=[CH:6][C:5]([C:8]2[NH:12][C:11]([C:13]3[CH:18]=[CH:17][C:16]([CH2:19][OH:20])=[CH:15][CH:14]=3)=[N:10][C:9]=2[C:21]([O:23][C:24]([CH3:27])([CH3:26])[CH3:25])=[O:22])=[CH:4][CH:3]=1.[C:28](OC(=O)C)(=[O:30])[CH3:29]>N1C=CC=CC=1>[C:28]([O:20][CH2:19][C:16]1[CH:17]=[CH:18][C:13]([C:11]2[NH:12][C:8]([C:5]3[CH:4]=[CH:3][C:2]([Cl:1])=[CH:7][CH:6]=3)=[C:9]([C:21]([O:23][C:24]([CH3:27])([CH3:26])[CH3:25])=[O:22])[N:10]=2)=[CH:14][CH:15]=1)(=[O:30])[CH3:29]. Reported procedure: tert-Butyl 5-(4-chlorophenyl)-2-(4-hydroxymethylphenyl)-imidazole-4-carboxylate is dissolved in pyridine and reacted with acetic anhydride to give the objective tert-butyl 2-(4-acetoxymethylphenyl)-5-(4-chlorophenyl)imidazole-4-carboxylate. The reactants are ice water, C([O-])([O-])=O.[K+].[K+] (potassium carbonate), OC1=CC=C(OC(C(=O)OCCSCC2=CC=CC=C2)C)C=C1 (2-benzylthioethyl 2-(4-hydroxyphenoxy)-propionate), ClC1=NC=C(C=C1)C(F)(F)F (2-chloro-5-trifluoromethyl-pyridine). The solvent is CS(=O)C (dimethyl sulfoxide). Conditions: temperature 90 celsius. Product: FC(C=1C=CC(=NC1)OC1=CC=C(OC(C(=O)OCCSCC2=CC=CC=C2)C)C=C1)(F)F (2-benzylthioethyl 2-[4-(5-trifluoromethyl-2-pyridyloxy)-phenoxy]-propionate). Yield: 76.1%. RXN SMILES: C(=O)([O-])[O-].[K+].[K+].[OH:7][C:8]1[CH:29]=[CH:28][C:11]([O:12][CH:13]([CH3:27])[C:14]([O:16][CH2:17][CH2:18][S:19][CH2:20][C:21]2[CH:26]=[CH:25][CH:24]=[CH:23][CH:22]=2)=[O:15])=[CH:10][CH:9]=1.Cl[C:31]1[CH:36]=[CH:35][C:34]([C:37]([F:40])([F:39])[F:38])=[CH:33][N:32]=1>CS(C)=O>[F:38][C:37]([F:40])([F:39])[C:34]1[CH:35]=[CH:36][C:31]([O:7][C:8]2[CH:9]=[CH:10][C:11]([O:12][CH:13]([CH3:27])[C:14]([O:16][CH2:17][CH2:18][S:19][CH2:20][C:21]3[CH:22]=[CH:23][CH:24]=[CH:25][CH:26]=3)=[O:15])=[CH:28][CH:29]=2)=[N:32][CH:33]=1 |f:0.1.2|. Procedure: 15.2 g of potassium carbonate were added to a solution of 33.2 g of 2-benzylthioethyl 2-(4-hydroxyphenoxy)-propionate in 100 ml of dimethyl sulfoxide at room temperature whilst stirring. The mixture was heated to 90° C. for 1 hour with stirring. Then, 20.0 g of 2-chloro-5-trifluoromethyl-pyridine were added thereto while maintaining the temperature between 80° and 90° C. After the addition was completed, the reaction mixture was further stirred at this temperature for 2 hours, and then cooled to... Starting materials: O=C1CN(c2cccc(-n3cc(-c4ccc(Cl)cc4Cl)nc3Cc3ccc(Br)cc3)c2)S(=O)(=O)N1, OB(O)C=CCc1ccccc1. Yields the product O=C1CN(c2cccc(-n3cc(-c4ccc(Cl)cc4Cl)nc3Cc3ccc(C=CCc4ccccc4)cc3)c2)S(=O)(=O)N1. RXN SMILES: [Br:1][c:2]1[cH:3][cH:4][c:5]([CH2:6][c:7]2[n:8](-[c:20]3[cH:21][c:22]([N:26]4[CH2:27][C:28](=[O:33])[NH:29][S:30]4(=[O:31])=[O:32])[cH:23][cH:24][cH:25]3)[cH:9][c:10](-[c:12]3[c:13]([Cl:19])[cH:14][c:15]([Cl:18])[cH:16][cH:17]3)[n:11]2)[cH:34][cH:35]1.[c:36]1([CH2:42][CH:43]=[CH:44][B:45]([OH:46])[OH:47])[cH:37][cH:38][cH:39][cH:40][cH:41]1>>[c:2]1([CH:44]=[CH:43][CH2:42][c:36]2[cH:37][cH:38][cH:39][cH:40][cH:41]2)[cH:3][cH:4][c:5]([CH2:6][c:7]2[n:8](-[c:20]3[cH:21][c:22]([N:26]4[CH2:27][C:28](=[O:33])[NH:29][S:30]4(=[O:31])=[O:32])[cH:23][cH:24][cH:25]3)[cH:9][c:10](-[c:12]3[c:13]([Cl:19])[cH:14][c:15]([Cl:18])[cH:16][cH:17]3)[n:11]2)[cH:34][cH:35]1. The reactants are N[C@H](C(=O)NC=1C=C(C=C(C1)C1=CC=NC=C1)C(C(=O)OC(C)(C)C)(F)F)CC1=CC=CC=C1 ((S)-tert-Butyl 2-(3-(2-amino-3-phenylpropanamido)-5-(pyridin-4-yl)phenyl)-2,2-difluoroacetate), S1C=NC(=C1)C=O (thiazole-4-carbaldehyde), C(C)(=O)O (acetic acid), C(C)(=O)O[BH-](OC(C)=O)OC(C)=O.[Na+] (sodium triacetoxyborohydride). Solvent: C(Cl)Cl (DCM). Conditions: time 1 hour. The product is FC(C(=O)O)(C1=CC(=CC(=C1)C1=CC=NC=C1)NC([C@H](CC1=CC=CC=C1)NCC=1N=CSC1)=O)F ((S)-2,2-difluoro-2-(3-(3-phenyl-2-(thiazol-4-ylmethylamino)propanamido)-5-(pyridin-4-yl)phenyl)acetic acid). Yield: 43.0%. Reaction SMILES: [NH2:1][C@@H:2]([CH2:28][C:29]1[CH:34]=[CH:33][CH:32]=[CH:31][CH:30]=1)[C:3]([NH:5][C:6]1[CH:7]=[C:8]([C:18]([F:27])([F:26])[C:19]([O:21]C(C)(C)C)=[O:20])[CH:9]=[C:10]([C:12]2[CH:17]=[CH:16][N:15]=[CH:14][CH:13]=2)[CH:11]=1)=[O:4].[S:35]1[CH:39]=[C:38]([CH:40]=O)[N:37]=[CH:36]1.C(O)(=O)C.C(O[BH-](OC(=O)C)OC(=O)C)(=O)C.[Na+]>C(Cl)Cl>[F:27][C:18]([F:26])([C:8]1[CH:9]=[C:10]([C:12]2[CH:13]=[CH:14][N:15]=[CH:16][CH:17]=2)[CH:11]=[C:6]([NH:5][C:3](=[O:4])[C@@H:2]([NH:1][CH2:40][C:38]2[N:37]=[CH:36][S:35][CH:39]=2)[CH2:28][C:29]2[CH:34]=[CH:33][CH:32]=[CH:31][CH:30]=2)[CH:7]=1)[C:19]([OH:21])=[O:20] |f:3.4|. Reported procedure: To a solution of (S)-tert-butyl 2-(3-(2-amino-3-phenylpropanamido)-5-(pyridin-4-yl)phenyl)-2,2-difluoroacetate 52.F (300 mg, 0.64 mmol) in DCM (5 mL) was added thiazole-4-carbaldehyde (73 mg, 0.64 mmol). The mixture was stirred for 1 h at room temperature, then acetic acid (30 μL, 0.64 mmol) and sodium triacetoxyborohydride (408 mg, 1.93 mmol) were added and the mixture stirred at room temperature for an additional 2 hours. The mixture was then concentrated and the residue was stirred in THF (5 ... Starting materials: CC(=O)c1ccc(O)cc1, CC(C)C(=O)Nc1cccc(C2CCN(CCCCCC(O)c3ccccc3F)CC2)c1. Yields the product CC(=O)c1ccc(OC(CCCCCN2CCC(c3cccc(NC(=O)C(C)C)c3)CC2)c2ccccc2F)cc1. As a reaction SMILES: [CH3:1][C:2](=[O:3])[c:4]1[cH:5][cH:6][c:7]([OH:8])[cH:9][cH:10]1.[F:11][c:12]1[c:13]([CH:18]([CH2:19][CH2:20][CH2:21][CH2:22][CH2:23][N:24]2[CH2:25][CH2:26][CH:27]([c:30]3[cH:31][c:32]([NH:36][C:37]([CH:38]([CH3:39])[CH3:40])=[O:41])[cH:33][cH:34][cH:35]3)[CH2:28][CH2:29]2)[OH:42])[cH:14][cH:15][cH:16][cH:17]1>>[CH3:1][C:2](=[O:3])[c:4]1[cH:5][cH:6][c:7]([O:8][CH:18]([c:13]2[c:12]([F:11])[cH:17][cH:16][cH:15][cH:14]2)[CH2:19][CH2:20][CH2:21][CH2:22][CH2:23][N:24]2[CH2:25][CH2:26][CH:27]([c:30]3[cH:31][c:32]([NH:36][C:37]([CH:38]([CH3:39])[CH3:40])=[O:41])[cH:33][cH:34][cH:35]3)[CH2:28][CH2:29]2)[cH:9][cH:10]1. The reactants are N1=CC=CC=C1 (Pyridine), NOC1=CC=CC=C1 (O-Aminophenol), ClCS(=O)(=O)Cl (Chloromethanesulfonyl chloride), resultant solution, Cl (hydrochloric acid). Solvent: O1CCCC1 (tetrahydrofuran). Conditions: time 8 hour. The product is ClCS(=O)(=O)NC1=C(C=CC=C1)O (2-(chloromethylsulfonylamino)Phenol). RXN SMILES: N[O:2][C:3]1[CH:8]=[CH:7][CH:6]=[CH:5][CH:4]=1.[Cl:9][CH2:10][S:11](Cl)(=[O:13])=[O:12].[N:15]1C=CC=CC=1.Cl>O1CCCC1>[Cl:9][CH2:10][S:11]([NH:15][C:4]1[CH:5]=[CH:6][CH:7]=[CH:8][C:3]=1[OH:2])(=[O:13])=[O:12]. Procedure details: O-Aminophenol (43.6 g, 0.40 mol) was dissolved in tetrahydrofuran (200 ml). Chloromethanesulfonyl chloride (61.8 g, 0,415 mol) was slowly added to the solution at room temperature, and the resultant solution, was stirred for 30 minutes. Pyridine (45 ml) was added to the solution, and stirring was continued overnight. The reaction mixture was acidified to pH=1 with hydrochloric acid and extracted with ethyl acetate. The organic extracts were washed with sodium bicarbonate aq. and brine followed b... Starting materials: II (I2), CC(C)=CCC[C@H](C)CCO ((S)-(-)-β-citronellol), N1C=NC=C1 (imidazole), C1(=CC=CC=C1)P(C1=CC=CC=C1)C1=CC=CC=C1 (triphenylphosphine). The solvent is C1CCOC1 (THF), CCCCCC (hexane), C1CCOC1 (THF). Conditions: time 1 hour. Product: ICC[C@H](CCC=C(C)C)C ((S)-8-Iodo-2,6-dimethyl-2-octene). Isolated yield 79.1%. As a reaction SMILES: [CH3:1][C:2](=[CH:4][CH2:5][CH2:6][C@@H:7]([CH2:9][CH2:10]O)[CH3:8])[CH3:3].N1C=CN=C1.C1(P(C2C=CC=CC=2)C2C=CC=CC=2)C=CC=CC=1.[I:36]I>C1COCC1.CCCCCC>[I:36][CH2:10][CH2:9][C@@H:7]([CH3:8])[CH2:6][CH2:5][CH:4]=[C:2]([CH3:3])[CH3:1]. Procedure: A solution of 3.12 g (20.0 mmol) of (S)-(-)-β-citronellol (purchased from Aldrich Chem. Co.) and 2.72 g (40.0 mmol) of imidazole in 50 mL of THF at 0° C. was treated with 5.0 g (19.5 mmol) of triphenylphosphine followed by 4.83 g (19.0 mmol) of I2 in 25 mL of THF dropwise over 20 minutes. The reaction mixture was stirred for 1.0 hour and was diluted with hexane. The organic mixture was washed with aqueous Na2SO3, brine, dried (Na2SO4) and evaporated to provide a crude white slurry. The slurry wa...